This data is from the Open Reaction Database (ORD), a public repository of structured organic reaction records. The task is: describe an organic reaction: reactants, conditions, products, and yield Starting materials: C(C1=CC=CC=C1)ON1C(C(CC1=O)NS(=O)(=O)N1CCC(CC1)C1=CC=C(C=C1)F)=O (N-[1-(benzyloxy)-2,5-dioxo-3-pyrrolidinyl]4-(4fluorophenyl)-1-piperidinesulfonamide). Reagents/catalysts: [Pd] (Pd on charcoal). Solvent: C(C)O (ethanol). The product is FC1=CC=C(C=C1)C1CCN(CC1)S(=O)(=O)N[C@@H]1C(N(C(C1)=O)O)=O (4-(4fluorophenyl)-N-[(3S)-1-hydroxy-2,5-dioxopyrrolidinyl]-1-piperidinesulfonamide). Reaction SMILES: C([O:8][N:9]1[C:13](=[O:14])[CH2:12][CH:11]([NH:15][S:16]([N:19]2[CH2:24][CH2:23][CH:22]([C:25]3[CH:30]=[CH:29][C:28]([F:31])=[CH:27][CH:26]=3)[CH2:21][CH2:20]2)(=[O:18])=[O:17])[C:10]1=[O:32])C1C=CC=CC=1>C(O)C.[Pd]>[F:31][C:28]1[CH:29]=[CH:30][C:25]([CH:22]2[CH2:23][CH2:24][N:19]([S:16]([NH:15][C@H:11]3[CH2:12][C:13](=[O:14])[N:9]([OH:8])[C:10]3=[O:32])(=[O:17])=[O:18])[CH2:20][CH2:21]2)=[CH:26][CH:27]=1. Procedure details: N-[1-(benzyloxy)-2,5-dioxo-3-pyrrolidinyl]4-(4fluorophenyl)-1-piperidinesulfonamide was hydrogenated over 10% Pd on charcoal in ethanol+10% AcOH under normal atmospteric pressure in the standard hydrogenation apparatus and the reaction progress was monitored by TLC. Then, the catalysator was filtered, washed with ethanol and the title compound was purified by silica gel chromatography (EtOAc+10% MeOH+1% AcOH). The reactants are [OH-].[Na+] (sodium hydroxide), O=P(Cl)(Cl)Cl (phosphorus oxytrichloride), CN(C=O)C (dimethylformamide), ice, ClC1=CC=C(C=C1)C1=NN(C(C1)=O)C1=CC=CC=C1 (3-p-chlorophenyl-1-phenyl-2-pyrazoline-5-one). Conditions: time 30 minute. The product is ClC1=C(C(=NN1C1=CC=CC=C1)C1=CC=C(C=C1)Cl)C=O (5-Chloro-3-p-chlorophenyl-1-phenyl-pyrazole-4-carboxaldehyde). Isolated yield 99.0%. Reaction SMILES: O=P(Cl)(Cl)[Cl:3].[Cl:6][C:7]1[CH:12]=[CH:11][C:10]([C:13]2[CH2:17][C:16](=O)[N:15]([C:19]3[CH:24]=[CH:23][CH:22]=[CH:21][CH:20]=3)[N:14]=2)=[CH:9][CH:8]=1.[OH-].[Na+].CN(C)[CH:29]=[O:30]>>[Cl:3][C:16]1[N:15]([C:19]2[CH:24]=[CH:23][CH:22]=[CH:21][CH:20]=2)[N:14]=[C:13]([C:10]2[CH:11]=[CH:12][C:7]([Cl:6])=[CH:8][CH:9]=2)[C:17]=1[CH:29]=[O:30] |f:2.3|. Reported procedure: At 5° to 10° 284 g of phosphorus oxytrichloride are added dropwise during a period of 90 minutes to 270 g of dimethylformamide. Stirring is carried out for 30 minutes at 15° and then 100 g of 3-p-chlorophenyl-1-phenyl-2-pyrazoline-5-one are added. Heating is carried out for 1.5 hours at 50° and for 21 hours at 70°. The product is poured on to 2 kg of ice, the pH is adjusted to 3-4 with 20 % of sodium hydroxide and the precipitate is filtered off. 5-Chloro-3-p-chlorophenyl-1-phenyl-pyrazole-4-car... Starting materials: C(C(=O)Cl)(=O)Cl (oxalyl chloride), C(C1=CC=CC=C1)OC=1C(=C(C=C(C(=O)O)C1)O[Si](C)(C)C(C)(C)C)O[Si](C)(C)C(C)(C)C (5-benzyloxy-3,4-di-t-butyldimethylsiloxybenzoic acid), [H-].[Na+] (NaH). The solvent is C1=CC=CC=C1 (benzene), C1=CC=CC=C1 (benzene). Yields the product C(C1=CC=CC=C1)OC=1C(=C(C=C(C(=O)Cl)C1)O[Si](C)(C)C(C)(C)C)O[Si](C)(C)C(C)(C)C (5-benzyloxy-3,4-di-t-butyldimethylsiloxybenzoyl chloride). Isolated yield 91.7%. RXN SMILES: [CH2:1]([O:8][C:9]1[C:10]([O:26][Si:27]([C:30]([CH3:33])([CH3:32])[CH3:31])([CH3:29])[CH3:28])=[C:11]([O:18][Si:19]([C:22]([CH3:25])([CH3:24])[CH3:23])([CH3:21])[CH3:20])[CH:12]=[C:13]([CH:17]=1)[C:14](O)=[O:15])[C:2]1[CH:7]=[CH:6][CH:5]=[CH:4][CH:3]=1.[H-].[Na+].C(Cl)(=O)C([Cl:39])=O>C1C=CC=CC=1>[CH2:1]([O:8][C:9]1[C:10]([O:26][Si:27]([C:30]([CH3:33])([CH3:32])[CH3:31])([CH3:29])[CH3:28])=[C:11]([O:18][Si:19]([C:22]([CH3:25])([CH3:24])[CH3:23])([CH3:21])[CH3:20])[CH:12]=[C:13]([CH:17]=1)[C:14]([Cl:39])=[O:15])[C:2]1[CH:7]=[CH:6][CH:5]=[CH:4][CH:3]=1 |f:1.2|. Procedure details: A solution of 5-benzyloxy-3,4-di-t-butyldimethylsiloxybenzoic acid (1 g, 2 mmol) in 46 mL of benzene was added to a solution of NaH (80 mg, 2 mmol) in 2 mL of benzene. The resulting solution was stirred with oxalyl chloride (0.9 mL, 10 mmol) under Ar for 20 h. Removal of solvent afforded 0.93 g (91%) of 5-benzyloxy-3,4-di-t-butyldimethylsiloxybenzoyl chloride as a yellow solid.